Dataset: the Open Reaction Database (ORD), a public repository of structured organic reaction records. Task: describe an organic reaction: reactants, conditions, products, and yield Starting materials: ClC1(C2CCC(C2C1=O)CCCCC(CC)OC)Cl (6,6-dichloro-2-(5-methoxyhept-1-yl)bicyclo[3.2.0]heptan-7-one), [OH-].[K+] (potassium hydroxide), CN(S(=O)(=O)C1=CC=C(C=C1)C)N=O (N-methyl-N-nitroso-p-toluene sulfonamide), ClC1(C(C2C(CCC12)CCCCC(CC)OC)=O)Cl (7,7-dichloro-4-(5-methoxyheptyl)bicyclo[3.2.0]heptan-6-one), [N+](=[N-])=C (diazomethane). The solvent is C(C)(=O)O (acetic acid), C(C)O (ethanol), CCOCC (ether). Product: ClC1(C2CCC(C2CC1=O)CCCCC(CC)OC)Cl (6,6-Dichloro-2-(5-methoxyhept-1-yl)bicyclo[3.3.0]octan-7-one). RXN SMILES: [Cl:1][C:2]1([Cl:19])[C:8](=[O:9])[CH:7]2[CH:3]1[CH2:4][CH2:5][CH:6]2[CH2:10][CH2:11][CH2:12][CH2:13][CH:14]([O:17][CH3:18])[CH2:15][CH3:16].[N+](=[CH2:22])=[N-].CN(N=O)S(C1C=CC(C)=CC=1)(=O)=O.[OH-].[K+]>CCOCC.C(O)C.C(O)(=O)C>[Cl:19][C:2]1([Cl:1])[C:8](=[O:9])[CH2:22][CH:7]2[CH:3]1[CH2:4][CH2:5][CH:6]2[CH2:10][CH2:11][CH2:12][CH2:13][CH:14]([O:17][CH3:18])[CH2:15][CH3:16] |f:3.4|. Reported procedure: The starting material, 6,6-dichloro-2-(5-methoxyhept-1-yl)bicyclo[3.2.0]heptan-7-one {7,7-dichloro-4-(5-methoxyheptyl)bicyclo[3.2.0]heptan-6-one} (5 g), is dissolved in 100 ml of ether and transferred to a 500 ml, round-bottomed flask. An excess of diazomethane is generated in situ by reacting N-methyl-N-nitroso-p-toluene sulfonamide (60 g) with potassium hydroxide in ethanol. The diaxomethane is allowed to react for 50 minutes, after which time acetic acid is added to destroy any remaining diaz... Starting materials: COC(CC(=O)C1CC1)=O (methyl-3-cyclopropyl-3-oxopropionate), C1(=CC=CC=C1)NN (phenylhydrazine). The solvent is C(C)(=O)O (acetic acid). Run at temperature 120 celsius. Product: C1(CC1)C=1CC(N(N1)C1=CC=CC=C1)=O (5-cyclopropyl-2-phenyl-2,4-dihydro-pyrazol-3-one). The yield is 86.9%. As a reaction SMILES: CO[C:3](=[O:10])[CH2:4][C:5]([CH:7]1[CH2:9][CH2:8]1)=O.[C:11]1([NH:17][NH2:18])[CH:16]=[CH:15][CH:14]=[CH:13][CH:12]=1>C(O)(=O)C>[CH:7]1([C:5]2[CH2:4][C:3](=[O:10])[N:17]([C:11]3[CH:16]=[CH:15][CH:14]=[CH:13][CH:12]=3)[N:18]=2)[CH2:8][CH2:9]1. Procedure: To a solution of methyl-3-cyclopropyl-3-oxopropionate (17 g) in acetic acid (40 mL) in a round bottom flask under argon was added phenylhydrazine (12.93 g). The mixture was immersed into an oil bath and heated to 120° C. overnight. The reaction vessel was then cooled and the acetic acid was evaporated in vacuo and the remaining solid was dissolved in EtOAc and water. The phases were separated and the aqueous phase was extracted with further EtOAc. The combined organic phases were washed with bri... Starting materials: O=C([O-])[O-], CC(=O)c1ccc(O)c(I)c1O, COC(=O)c1cccc(Cc2ccc(CI)cc2)c1, CCOC(C)=O, CC(C)=O, ClCCl, [K+], [K+]. The product is COC(=O)c1cccc(Cc2ccc(COc3ccc(C(C)=O)c(O)c3I)cc2)c1. Reaction SMILES: [C:1](=[O:2])([O-:3])[O-:4].[C:7]([CH3:8])(=[O:9])[c:10]1[c:11]([OH:18])[c:12]([I:17])[c:13]([OH:16])[cH:14][cH:15]1.[CH3:19][O:20][C:21]([c:22]1[cH:23][c:24]([CH2:28][c:29]2[cH:30][cH:31][c:32]([CH2:35][I:36])[cH:33][cH:34]2)[cH:25][cH:26][cH:27]1)=[O:37].[CH3:38][CH2:39][O:40][C:41](=[O:42])[CH3:43].[CH3:44][C:45](=[O:46])[CH3:47].[Cl:48][CH2:49][Cl:50].[K+:5].[K+:6]>>[C:7]([CH3:8])(=[O:9])[c:10]1[c:11]([OH:18])[c:12]([I:17])[c:13]([O:16][CH2:35][c:32]2[cH:31][cH:30][c:29]([CH2:28][c:24]3[cH:23][c:22]([C:21]([O:20][CH3:19])=[O:37])[cH:27][cH:26][cH:25]3)[cH:34][cH:33]2)[cH:14][cH:15]1.